Dataset: the Open Reaction Database (ORD), a public repository of structured organic reaction records. Task: describe an organic reaction: reactants, conditions, products, and yield Starting materials: solution, CC1=C(N=CN1C(C1=CC=CC=C1)(C1=CC=CC=C1)C1=CC=CC=C1)C=O (5-methyl-1-trityl-1H-imidazol-4-carbaldehyde), C(C)(=O)OCC (ethyl acetate), Cl (hydrochloric acid). Solvent: O1CCCC1 (tetrahydrofuran), C1CCOC1 (THF). Run at time 2 hour. Product: OC(CC(=O)OCC)C=1N=CN(C1C)C(C1=CC=CC=C1)(C1=CC=CC=C1)C1=CC=CC=C1 (ethyl 3-hydroxy-3-(5-methyl-1-trityl-1H-imidazol-4-yl)propanoate). Yield: 80.0%. As a reaction SMILES: [CH3:1][C:2]1[N:6]([C:7]([C:20]2[CH:25]=[CH:24][CH:23]=[CH:22][CH:21]=2)([C:14]2[CH:19]=[CH:18][CH:17]=[CH:16][CH:15]=2)[C:8]2[CH:13]=[CH:12][CH:11]=[CH:10][CH:9]=2)[CH:5]=[N:4][C:3]=1[CH:26]=[O:27].Cl.[C:29]([O:32][CH2:33][CH3:34])(=[O:31])[CH3:30]>O1CCCC1>[OH:27][CH:26]([C:3]1[N:4]=[CH:5][N:6]([C:7]([C:14]2[CH:15]=[CH:16][CH:17]=[CH:18][CH:19]=2)([C:8]2[CH:9]=[CH:10][CH:11]=[CH:12][CH:13]=2)[C:20]2[CH:25]=[CH:24][CH:23]=[CH:22][CH:21]=2)[C:2]=1[CH3:1])[CH2:30][C:29]([O:32][CH2:33][CH3:34])=[O:31]. Procedure details: Under argon atmosphere, 3.2 mL (1.70 mmol, 2 equivalents) of the solution of ethyl bromozincacetate in tetrahydrofuran obtained in Example 43 was added dropwise to a solution of 0.3 g (0.85 mmol) of 5-methyl-1-trityl-1H-imidazol-4-carbaldehyde in 3 mL of THF at 4˜7° C. The mixture was stirred at 2˜5° C. for 2 hours. 5 mL of 1N hydrochloric acid was added dropwise at 20° C. or lower, followed by dilution with 15 mL of ethyl acetate. Then, the layers were separated. The organic layer was washed su... Starting materials: CCNC(C)C(C)C, C=O. Yields the product CCN(C)C(C)C(C)C. RXN SMILES: [CH2:1]([CH3:2])[NH:3][CH:4]([CH:5]([CH3:6])[CH3:7])[CH3:8].[CH2:9]=[O:10]>>[CH2:1]([CH3:2])[N:3]([CH:4]([CH:5]([CH3:6])[CH3:7])[CH3:8])[CH3:9]. Reactants: CCI, CN(C)C=O, COC(=O)c1ccc([N+](=O)[O-])c(O)c1, [Cl-], [H-], [NH4+], [Na+]. Yields the product CCOc1cc(C(=O)OC)ccc1[N+](=O)[O-]. Reaction SMILES: [CH2:17]([CH3:18])[I:19].[CH3:22][N:23]([CH3:24])[CH:25]=[O:26].[CH3:3][O:4][C:5]([c:6]1[cH:7][c:8]([OH:15])[c:9]([N+:12](=[O:13])[O-:14])[cH:10][cH:11]1)=[O:16].[Cl-:20].[H-:1].[NH4+:21].[Na+:2]>>[CH3:3][O:4][C:5]([c:6]1[cH:7][c:8]([O:15][CH2:17][CH3:18])[c:9]([N+:12](=[O:13])[O-:14])[cH:10][cH:11]1)=[O:16]. Reactants: CS(C)=O, Nc1ncnc2c1c(-c1nc3ccc([N+](=O)[O-])cc3[nH]1)cn2C1CCCC1, O=S(=O)(Cl)c1cccc(F)c1. Product: Nc1ncnc2c1c(-c1nc3ccc(NS(=O)(=O)c4cccc(F)c4)cc3[nH]1)cn2C1CCCC1. RXN SMILES: [CH3:39][S:40]([CH3:41])=[O:42].[CH:1]1([n:6]2[cH:7][c:8](-[c:16]3[n:17][c:18]4[c:19]([nH:20]3)[cH:21][c:22]([N+:25]([O-:26])=[O:27])[cH:23][cH:24]4)[c:9]3[c:10]2[n:11][cH:12][n:13][c:14]3[NH2:15])[CH2:2][CH2:3][CH2:4][CH2:5]1.[F:28][c:29]1[cH:30][c:31]([S:35](=[O:36])(=[O:37])[Cl:38])[cH:32][cH:33][cH:34]1>>[CH:1]1([n:6]2[cH:7][c:8](-[c:16]3[n:17][c:18]4[c:19]([nH:20]3)[cH:21][c:22]([NH:25][S:35]([c:31]3[cH:30][c:29]([F:28])[cH:34][cH:33][cH:32]3)(=[O:36])=[O:37])[cH:23][cH:24]4)[c:9]3[c:10]2[n:11][cH:12][n:13][c:14]3[NH2:15])[CH2:2][CH2:3][CH2:4][CH2:5]1.